Dataset: the Open Reaction Database (ORD), a public repository of structured organic reaction records. Task: describe an organic reaction: reactants, conditions, products, and yield The reactants are CS(=O)(=O)c1cccc(-c2ccc3cnc(O)nn23)c1, CN1CCN(C)C(c2cccc(N)c2)C1=O. Yields the product CN1CCN(C)C(c2cccc(Nc3ncc4ccc(-c5cccc(S(C)(=O)=O)c5)n4n3)c2)C1=O. RXN SMILES: [CH3:1][S:2](=[O:3])(=[O:4])[c:5]1[cH:6][c:7](-[c:11]2[cH:12][cH:13][c:14]3[cH:15][n:16][c:17]([OH:20])[n:18][n:19]23)[cH:8][cH:9][cH:10]1.[NH2:21][c:22]1[cH:23][c:24]([CH:28]2[C:29](=[O:36])[N:30]([CH3:35])[CH2:31][CH2:32][N:33]2[CH3:34])[cH:25][cH:26][cH:27]1>>[CH3:1][S:2](=[O:3])(=[O:4])[c:5]1[cH:6][c:7](-[c:11]2[cH:12][cH:13][c:14]3[cH:15][n:16][c:17]([NH:21][c:22]4[cH:23][c:24]([CH:28]5[C:29](=[O:36])[N:30]([CH3:35])[CH2:31][CH2:32][N:33]5[CH3:34])[cH:25][cH:26][cH:27]4)[n:18][n:19]23)[cH:8][cH:9][cH:10]1.